This data is from the Open Reaction Database (ORD), a public repository of structured organic reaction records. The task is: describe an organic reaction: reactants, conditions, products, and yield Run at temperature 0 celsius, time 1 hour. The solvent is CN(C)C=O (DMF). Starting materials: [O-]Cl.[Na+] (NaClO), FC1(CC(C1)C[C@@H](C(C(=C)C)=O)NC(OC(C)(C)C)=O)F ((S)-tert-butyl 1-(3,3-difluorocyclobutyl)-4-methyl-3-oxopent-4-en-2-ylcarbamate), C([O-])(O)=O.[Na+] (sodium bicarbonate). Reported procedure: A solution of (S)-tert-butyl 1-(3,3-difluorocyclobutyl)-4-methyl-3-oxopent-4-en-2-ylcarbamate (0.80 g, 2.6 mmol) in DMF (20 mL) was cooled to 0° C. and 10% aqueous NaClO solution (7.90 mL, 10.6 mmol) was added while keeping the internal temperature below 5° C. The reaction mixture was stirred for 1 h at 0° C. and poured into saturated aqueous sodium bicarbonate (50 mL). The resulting mixture was extracted with EtOAc (50 mL×3). The organic extracts were combined, washed with brine (100 mL×2), dri... As a reaction SMILES: [F:1][C:2]1([F:21])[CH2:5][CH:4]([CH2:6][C@H:7]([NH:13][C:14](=[O:20])[O:15][C:16]([CH3:19])([CH3:18])[CH3:17])[C:8](=[O:12])[C:9]([CH3:11])=[CH2:10])[CH2:3]1.[O-]Cl.[Na+].C(=O)(O)[O-:26].[Na+]>CN(C=O)C>[F:1][C:2]1([F:21])[CH2:3][CH:4]([CH2:6][C@H:7]([NH:13][C:14](=[O:20])[O:15][C:16]([CH3:17])([CH3:19])[CH3:18])[C:8]([C@@:9]2([CH3:11])[CH2:10][O:26]2)=[O:12])[CH2:5]1 |f:1.2,3.4|. The product is FC1(CC(C1)C[C@@H](C(=O)[C@@]1(OC1)C)NC(OC(C)(C)C)=O)F (tert-butyl ((S)-3-(3,3-difluorocyclobutyl)-1-((R)-2-methyloxiran-2-yl)-1-oxopropan-2-yl)carbamate). Isolated yield 62.0%. The reactants are CC(=O)OC1CC(=O)N(C2CCCCC2OCc2ccccc2)C1=O, CO. RXN SMILES: [C:1]([CH3:2])(=[O:3])[O:4][CH:5]1[C:6](=[O:25])[N:7]([CH:11]2[CH:12]([O:17][CH2:18][c:19]3[cH:20][cH:21][cH:22][cH:23][cH:24]3)[CH2:13][CH2:14][CH2:15][CH2:16]2)[C:8](=[O:10])[CH2:9]1.[CH3:26][OH:27]>>[C:1]([CH3:2])(=[O:3])[O:4][CH:5]1[C:6](=[O:25])[N:7]([CH:11]2[CH:12]([OH:17])[CH2:13][CH2:14][CH2:15][CH2:16]2)[C:8](=[O:10])[CH2:9]1. Yields the product CC(=O)OC1CC(=O)N(C2CCCCC2O)C1=O. Reactants: Cc1ccccc1Nc1ccc(C(=O)c2cc([N+](=O)[O-])ccc2C)c(Cl)c1, Cc1ccc(N)cc1C(=O)c1ccc(Nc2ccc(C(F)(F)F)cc2)cc1Cl. The product is Cc1ccccc1Nc1ccc(C(=O)c2cc(N)ccc2C)c(Cl)c1. Reaction SMILES: [Cl:29][c:30]1[c:31]([C:44](=[O:45])[c:46]2[c:47]([CH3:55])[cH:48][cH:49][c:50]([N+:52]([O-:53])=[O:54])[cH:51]2)[cH:32][cH:33][c:34]([NH:36][c:37]2[c:38]([CH3:43])[cH:39][cH:40][cH:41][cH:42]2)[cH:35]1.[NH2:1][c:2]1[cH:3][cH:4][c:5]([CH3:6])[c:7]([C:8]([c:9]2[cH:10][cH:11][c:12]([NH:13][c:14]3[cH:15][cH:16][c:17]([C:18]([F:19])([F:20])[F:21])[cH:22][cH:23]3)[cH:24][c:25]2[Cl:26])=[O:27])[cH:28]1>>[Cl:29][c:30]1[c:31]([C:44](=[O:45])[c:46]2[c:47]([CH3:55])[cH:48][cH:49][c:50]([NH2:52])[cH:51]2)[cH:32][cH:33][c:34]([NH:36][c:37]2[c:38]([CH3:43])[cH:39][cH:40][cH:41][cH:42]2)[cH:35]1.